From a dataset of the Open Reaction Database (ORD), a public repository of structured organic reaction records. describe an organic reaction: reactants, conditions, products, and yield Starting materials: CC(C)(C)OC(=O)c1cc2ccc(OCc3ccccc3)cc2o1, C1CCOC1, CO, [H][H]. Product: CC(C)(C)OC(=O)c1cc2ccc(O)cc2o1. RXN SMILES: [C:1]([CH3:2])([CH3:3])([CH3:4])[O:5][C:6](=[O:7])[c:8]1[o:9][c:10]2[c:11]([cH:12]1)[cH:13][cH:14][c:15]([O:17][CH2:18][c:19]1[cH:20][cH:21][cH:22][cH:23][cH:24]1)[cH:16]2.[CH2:27]1[O:28][CH2:29][CH2:30][CH2:31]1.[CH3:32][OH:33].[H:25][H:26]>>[C:1]([CH3:2])([CH3:3])([CH3:4])[O:5][C:6](=[O:7])[c:8]1[o:9][c:10]2[c:11]([cH:12]1)[cH:13][cH:14][c:15]([OH:17])[cH:16]2.